From a dataset of the Open Reaction Database (ORD), a public repository of structured organic reaction records. describe an organic reaction: reactants, conditions, products, and yield The reactants are C(C1=CC=CC=C1)OC=1C=C(C=CC1)NC(=S)N (N-(3-benzyloxyphenyl)thiourea), O(C1=CC=CC=C1)C1=CC=C(CCN)C=C1 (4-phenoxyphenethylamine). Product: O(C1=CC=CC=C1)C1=CC=C(CCNC(=S)N)C=C1 (N-(4-Phenoxyphenethyl)thiourea). As a reaction SMILES: C(OC1C=C([NH:15][C:16](N)=[S:17])C=CC=1)C1C=CC=CC=1.[O:19]([C:26]1[CH:34]=[CH:33][C:29]([CH2:30][CH2:31][NH2:32])=[CH:28][CH:27]=1)[C:20]1[CH:25]=[CH:24][CH:23]=[CH:22][CH:21]=1>>[O:19]([C:26]1[CH:27]=[CH:28][C:29]([CH2:30][CH2:31][NH:32][C:16]([NH2:15])=[S:17])=[CH:33][CH:34]=1)[C:20]1[CH:21]=[CH:22][CH:23]=[CH:24][CH:25]=1. Procedure: This compound is prepared via a method analogous to the method for preparation of N-(3-benzyloxyphenyl)thiourea using 4-phenoxyphenethylamine as the starting material. 1H NMR (CDCl3, δ): 2.92 (t, J=6.9 Hz, 2H), 3.31-3.90 (m, 2H), 5.65 (s, 2H), 5.85-6.16 (m, 1H), 6.97-7.04 (m, 4H), 7.11-7.15 (m, 1H), 7.19 (d, J=7.4 Hz, 2H), 7.36 (t, J=7.8 Hz, 2H); LCMS (M+1): 273